Dataset: the Open Reaction Database (ORD), a public repository of structured organic reaction records. Task: describe an organic reaction: reactants, conditions, products, and yield Starting materials: O=C([O-])[O-], CC(C)(C)c1ccc(CBr)cc1, CNCc1c2ccccc2cc2ccccc12, Cc1ccccc1, [K+], [K+], O. The product is CN(Cc1ccc(C(C)(C)C)cc1)Cc1c2ccccc2cc2ccccc12. As a reaction SMILES: [C:18](=[O:19])([O-:20])[O-:21].[C:24]([CH3:25])([CH3:26])([CH3:27])[c:28]1[cH:29][cH:30][c:31]([CH2:32][Br:33])[cH:34][cH:35]1.[CH3:1][NH:2][CH2:3][c:4]1[c:5]2[cH:6][cH:7][cH:8][cH:9][c:10]2[cH:11][c:12]2[cH:13][cH:14][cH:15][cH:16][c:17]12.[CH3:37][c:38]1[cH:39][cH:40][cH:41][cH:42][cH:43]1.[K+:22].[K+:23].[OH2:36]>>[CH3:1][N:2]([CH2:3][c:4]1[c:5]2[cH:6][cH:7][cH:8][cH:9][c:10]2[cH:11][c:12]2[cH:13][cH:14][cH:15][cH:16][c:17]12)[CH2:32][c:31]1[cH:30][cH:29][c:28]([C:24]([CH3:25])([CH3:26])[CH3:27])[cH:35][cH:34]1. Starting materials: BrC=1C(=C(SC1Cl)C)C(C(=O)OCC)OC(C)(C)C (ethyl 2-(4-bromo-5-chloro-2-methylthiophen-3-yl)-2-(tert-butoxy)acetate), CC1(OB(OC1(C)C)C=1C=C2CCCOC2=CC1)C (6-(4,4,5,5-tetramethyl-1,3,2-dioxaborolan-2-yl)chroman), C([O-])([O-])=O.[Na+].[Na+] (sodium carbonate). The reagents and catalysts are C1([P]([Pd][P](C2=CC=CC=C2)(C3=CC=CC=C3)C4=CC=CC=C4)(C5=CC=CC=C5)C6=CC=CC=C6)=CC=CC=C1 (bis(triphenylphosphine)palladium). The solvent is O1CCOCC1 (dioxane), O (water). Reaction conditions: temperature 85 celsius, time 8 hour. The product is C(C)(C)(C)OC(C(=O)OCC)C1=C(SC(=C1C=1C=CC2=C(CCCO2)C1)Cl)C (ethyl 2-(tert-butoxy)-2-[5-chloro-4-(3,4-dihydro-2H-1-benzopyran-6-yl)-2-methylthiophen-3-yl]acetate). The yield is 54.1%. As a reaction SMILES: Br[C:2]1[C:3]([CH:9]([O:15][C:16]([CH3:19])([CH3:18])[CH3:17])[C:10]([O:12][CH2:13][CH3:14])=[O:11])=[C:4]([CH3:8])[S:5][C:6]=1[Cl:7].CC1(C)C(C)(C)OB([C:28]2[CH:29]=[C:30]3[C:35](=[CH:36][CH:37]=2)[O:34][CH2:33][CH2:32][CH2:31]3)O1.C(=O)([O-])[O-].[Na+].[Na+]>O1CCOCC1.O.C1(C=CC=CC=1)[P](C1C=CC=CC=1)(C1C=CC=CC=1)[Pd][P](C1C=CC=CC=1)(C1C=CC=CC=1)C1C=CC=CC=1>[C:16]([O:15][CH:9]([C:3]1[C:2]([C:28]2[CH:37]=[CH:36][C:35]3[O:34][CH2:33][CH2:32][CH2:31][C:30]=3[CH:29]=2)=[C:6]([Cl:7])[S:5][C:4]=1[CH3:8])[C:10]([O:12][CH2:13][CH3:14])=[O:11])([CH3:19])([CH3:18])[CH3:17] |f:2.3.4,^1:57,71|. Procedure details: Under argon atmosphere, ethyl 2-(4-bromo-5-chloro-2-methylthiophen-3-yl)-2-(tert-butoxy)acetate (44d) (500 mg, 1.35 mmol), 6-(4,4,5,5-tetramethyl-1,3,2-dioxaborolan-2-yl)chroman (351.8 mg, 1.35 mmol), sodium carbonate (429 mg, 4.05 mmol) were dissolved in dioxane (28 mL) and water (4 mL). The solution was degassed under argon for 10 minutes and bis(triphenylphosphine)palladium (II) dichloride (142 mg, 0.20 mmol) was added. The reaction was heated and shaken at 85° C. for 8 hours. After cooling a... The reactants are C=CCOC(=O)C1=C(SC2CC(COCCCl)N(C(=O)OCC=C)C2)C(C)C2C(C(C)O[Si](C)(C)C(C)(C)C)C(=O)N12, CC(=O)O, CCCC[N+](CCCC)(CCCC)CCCC, CCOC(C)=O, [F-], C1CCOC1. Product: C=CCOC(=O)C1=C(SC2CC(COCCCl)N(C(=O)OCC=C)C2)C(C)C2C(C(C)O)C(=O)N12. Reaction SMILES: [CH2:1]([CH:2]=[CH2:3])[O:4][C:5](=[O:6])[N:7]1[CH:8]([CH2:38][O:39][CH2:40][CH2:41][Cl:42])[CH2:9][CH:10]([S:12][C:13]2=[C:14]([C:32](=[O:33])[O:34][CH2:35][CH:36]=[CH2:37])[N:15]3[C:16](=[O:31])[CH:17]([CH:21]([CH3:22])[O:23][Si:24]([C:25]([CH3:26])([CH3:27])[CH3:28])([CH3:29])[CH3:30])[CH:18]3[CH:19]2[CH3:20])[CH2:11]1.[CH3:43][C:44](=[O:45])[OH:46].[CH3:48][CH2:49][CH2:50][CH2:51][N+:52]([CH2:53][CH2:54][CH2:55][CH3:56])([CH2:57][CH2:58][CH2:59][CH3:60])[CH2:61][CH2:62][CH2:63][CH3:64].[CH3:65][CH2:66][O:67][C:68](=[O:69])[CH3:70].[F-:47].[O:71]1[CH2:72][CH2:73][CH2:74][CH2:75]1>>[CH2:1]([CH:2]=[CH2:3])[O:4][C:5](=[O:6])[N:7]1[CH:8]([CH2:38][O:39][CH2:40][CH2:41][Cl:42])[CH2:9][CH:10]([S:12][C:13]2=[C:14]([C:32](=[O:33])[O:34][CH2:35][CH:36]=[CH2:37])[N:15]3[C:16](=[O:31])[CH:17]([CH:21]([CH3:22])[OH:23])[CH:18]3[CH:19]2[CH3:20])[CH2:11]1. Starting materials: COC(=O)C1(NC(=O)OC(C)(C)C)CCN(C(=O)OC(C)(C)C)CC1, C1CCOC1, CO, CCOC(C)=O, [Li+], [OH-], O, O. Product: CC(C)(C)OC(=O)NC1(C(=O)O)CCN(C(=O)OC(C)(C)C)CC1. Reaction SMILES: [C:4]([CH3:5])([CH3:6])([CH3:7])[O:8][C:9](=[O:10])[NH:11][C:12]1([C:25](=[O:26])[O:27][CH3:28])[CH2:13][CH2:14][N:15]([C:18](=[O:19])[O:20][C:21]([CH3:22])([CH3:23])[CH3:24])[CH2:16][CH2:17]1.[CH2:30]1[O:31][CH2:32][CH2:33][CH2:34]1.[CH3:35][OH:36].[CH3:37][CH2:38][O:39][C:40]([CH3:41])=[O:42].[Li+:3].[OH-:2].[OH2:1].[OH2:29]>>[C:4]([CH3:5])([CH3:6])([CH3:7])[O:8][C:9](=[O:10])[NH:11][C:12]1([C:25](=[O:26])[OH:27])[CH2:13][CH2:14][N:15]([C:18](=[O:19])[O:20][C:21]([CH3:22])([CH3:23])[CH3:24])[CH2:16][CH2:17]1. Starting materials: [Cl-].O[NH3+] (hydroxylammonium chloride), C(O)([O-])=O.[Na+] (sodium hydrogen carbonate), CS(=O)C (dimethyl sulfoxide), C(#N)C1=C(C=CC=C1)C1=CC=C(C=C1)CC1=C(N=C(N(C1=O)C1=CC=C(OC(C(=O)OC)(C)C)C=C1)C)CCC (methyl 2-{4-[5-[(2′-cyanobiphenyl-4-yl)methyl]-2-methyl-6-oxo-4-propylpyrimidin-1(6H)-yl]phenoxy}-2-methylpropanoate). Run in O (water), C(C)(=O)OCC (ethyl acetate). Reaction conditions: temperature 40 celsius, time 30 minute. Yields the product CC(C(=O)OC)(C)OC1=CC=C(C=C1)N1C(=NC(=C(C1=O)CC1=CC=C(C=C1)C1=C(C=CC=C1)C1=NOC(N1)=O)CCC)C (methyl 2-methyl-2-{4-[2-methyl-6-oxo-5-{[2′-(5-oxo-4,5-dihydro-1,2,4-oxadiazol-3-yl)biphenyl-4-yl]methyl}-4-propylpyrimidin-1(6H)-yl]phenoxy}propanoate). Isolated yield 24.8%. As a reaction SMILES: [Cl-].O[NH3+:3].[C:4](=[O:7])([O-])[OH:5].[Na+].CS(C)=O.[C:13]([C:15]1[CH:20]=[CH:19][CH:18]=[CH:17][C:16]=1[C:21]1[CH:26]=[CH:25][C:24]([CH2:27][C:28]2[C:33](=[O:34])[N:32]([C:35]3[CH:48]=[CH:47][C:38]([O:39][C:40]([CH3:46])([CH3:45])[C:41]([O:43][CH3:44])=[O:42])=[CH:37][CH:36]=3)[C:31]([CH3:49])=[N:30][C:29]=2[CH2:50][CH2:51][CH3:52])=[CH:23][CH:22]=1)#[N:14]>O.C(OCC)(=O)C>[CH3:46][C:40]([O:39][C:38]1[CH:37]=[CH:36][C:35]([N:32]2[C:33](=[O:34])[C:28]([CH2:27][C:24]3[CH:23]=[CH:22][C:21]([C:16]4[CH:17]=[CH:18][CH:19]=[CH:20][C:15]=4[C:13]4[NH:3][C:4](=[O:7])[O:5][N:14]=4)=[CH:26][CH:25]=3)=[C:29]([CH2:50][CH2:51][CH3:52])[N:30]=[C:31]2[CH3:49])=[CH:48][CH:47]=1)([CH3:45])[C:41]([O:43][CH3:44])=[O:42] |f:0.1,2.3|. Procedure: A mixture of hydroxylammonium chloride (0.67 g), sodium hydrogen carbonate (1.00 g) and dimethyl sulfoxide (5 mL) was stirred at 40° C. for 30 min, methyl 2-{4-[5-[(2′-cyanobiphenyl-4-yl)methyl]-2-methyl-6-oxo-4-propylpyrimidin-1(6H)-yl]phenoxy}-2-methylpropanoate (0.87 g) was added, and the mixture was stirred at 90° C. for 18 hr. The reaction mixture was allowed to cool to room temperature, ethyl acetate and water were added, and the mixture was extracted with ethyl acetate. The organic layer ... Reactants: CCOC(NC(C)=O)C(=O)NCc1ccccc1, CCS. The product is CCSC(NC(C)=O)C(=O)NCc1ccccc1. As a reaction SMILES: [C:1]([CH3:2])(=[O:3])[NH:4][CH:5]([C:6](=[O:7])[NH:8][CH2:9][c:10]1[cH:11][cH:12][cH:13][cH:14][cH:15]1)[O:16][CH2:17][CH3:18].[CH2:19]([CH3:20])[SH:21]>>[C:1]([CH3:2])(=[O:3])[NH:4][CH:5]([C:6](=[O:7])[NH:8][CH2:9][c:10]1[cH:11][cH:12][cH:13][cH:14][cH:15]1)[S:21][CH2:19][CH3:20]. The reactants are Cc1ccccc1, N, CCOC(=O)C(F)C(=O)C(F)(F)F, O. RXN SMILES: [CH3:16][c:17]1[cH:18][cH:19][cH:20][cH:21][cH:22]1.[NH3:1].[O:2]=[C:3]([CH:4]([C:5](=[O:6])[O:7][CH2:8][CH3:9])[F:10])[C:11]([F:12])([F:13])[F:14].[OH2:15]>>[NH2:1][C:3](=[C:4]([C:5](=[O:6])[O:7][CH2:8][CH3:9])[F:10])[C:11]([F:12])([F:13])[F:14]. The product is CCOC(=O)C(F)=C(N)C(F)(F)F.